Dataset: the Open Reaction Database (ORD), a public repository of structured organic reaction records. Task: describe an organic reaction: reactants, conditions, products, and yield Reactants: Cl.COC([C@@H](N)CC1=CC=C(C=C1)Cl)=O (4-chlorophenylalanine methyl ester hydrochloride), N (ammonia). The solvent is CO (methanol). Run at time 4 day. Yields the product ClC1=CC=C(C[C@H](N)C(=O)N)C=C1 (4-Chlorophenylalanineamide). RXN SMILES: Cl.C[O:3][C:4](=O)[C@H:5]([CH2:7][C:8]1[CH:13]=[CH:12][C:11]([Cl:14])=[CH:10][CH:9]=1)[NH2:6].[NH3:16]>CO>[Cl:14][C:11]1[CH:12]=[CH:13][C:8]([CH2:7][C@@H:5]([C:4]([NH2:16])=[O:3])[NH2:6])=[CH:9][CH:10]=1 |f:0.1|. Procedure details: 0.1 mole (25 grams) of 4-chlorophenylalanine methyl ester hydrochloride were dissolved in 250 ml of methanol. Then ammonia was led in at 0° C. several times, each time up to saturation. The reaction was finished after 4 days. The solvent was drawn off and the white residue dried. The product was employed in this form in the next step. Reactants: S1C2=C(C=C1C(=O)O)CCC2 (5,6-dihydro-4H-cyclopenta[b]thiophene-2-carboxylic acid), Cl (HCl), [H-].[Al+3].[Li+].[H-].[H-].[H-] (lithium aluminium hydride), O (water). Solvent: C(C)OCC (diethyl ether). Yields the product S1C2=C(C=C1CO)CCC2 (5,6-dihydro-4H-cyclopenta[b]thien-2-ylmethanol). As a reaction SMILES: [S:1]1[C:5]([C:6](O)=[O:7])=[CH:4][C:3]2[CH2:9][CH2:10][CH2:11][C:2]1=2.[H-].[Al+3].[Li+].[H-].[H-].[H-].O.Cl>C(OCC)C>[S:1]1[C:5]([CH2:6][OH:7])=[CH:4][C:3]2[CH2:9][CH2:10][CH2:11][C:2]1=2 |f:1.2.3.4.5.6|. Reported procedure: 5,6-dihydro-4H-cyclopenta[b]thiophene-2-carboxylic acid (commercially available: Matrix Chemicals) (0.5 g, 2.97 mmol) was suspended in dry diethyl ether (16 ml) and treated dropwise with a solution of lithium aluminium hydride (1.0 M solution in diethyl ether, 4.0 ml, 4.0 mol). The mixture was heated to reflux for 3 h and then cooled, treated dropwise with water (1.0 ml), then 1M HCl to dissolve the precipitated white solid. The product was extracted into diethyl ether (3×10 ml), dried over anhy...